Dataset: the Open Reaction Database (ORD), a public repository of structured organic reaction records. Task: describe an organic reaction: reactants, conditions, products, and yield The reactants are Cl (HCl), O (Water), C(C)(=O)OC=1C=C(C=C(C1)OC(C)=O)OC(C)=O (acetic acid 3,5-diacetoxy-phenyl ester), [H-].[Na+] (NaH), C(C1=CC=CC=C1)Cl (benzyl chloride). The solvent is CN(C)C=O (DMF), CN(C)C=O (DMF). Conditions: time 16 hour. Product: C(C)(=O)OC=1C=C(C=C(C1)OCC1=CC=CC=C1)OC(C)=O (Acetic acid 3-acetoxy-5-benzyloxy-phenyl ester). RXN SMILES: O.[C:2]([O:5][C:6]1[CH:7]=[C:8]([O:16][C:17](=[O:19])[CH3:18])[CH:9]=[C:10]([O:12][C:13](=O)[CH3:14])[CH:11]=1)(=[O:4])[CH3:3].[H-].[Na+].C(Cl)[C:23]1[CH:28]=[CH:27]C=[CH:25][CH:24]=1.Cl>CN(C=O)C>[C:17]([O:16][C:8]1[CH:7]=[C:6]([O:5][C:2](=[O:4])[CH3:3])[CH:11]=[C:10]([O:12][CH2:13][C:14]2[CH:27]=[CH:28][CH:23]=[CH:24][CH:25]=2)[CH:9]=1)(=[O:19])[CH3:18] |f:2.3|. Procedure: Water (4.3 ml, 236 mmol) in DMF (20 ml) was added drop wise at room temperature with stirring to a mixture of acetic acid 3,5-diacetoxy-phenyl ester (refer Kawamoto. H. et. al. Synth. Commun. 26, 531, 1996) (35 g, 139 mmol), NaH (5.66 g, 236 mmol) and benzyl chloride (19.16 ml, 166 mmol) in dry DMF (300 ml). The reaction mixture was stirred overnight (˜16 h), poured into chilled dil. aqueous HCl and extracted with CH2Cl2 to obtain the crude title compound which was purified using flash chromatog... Reactants: C1COCCN1, COC(=N)c1cccc(Cn2cc(-n3c(-c4cn(C)c5ccc(F)cc45)n[nH]c3=O)c3cc(F)ccc32)c1, Cl. Product: Cn1cc(-c2n[nH]c(=O)n2-c2cn(Cc3cccc(C(=N)N4CCOCC4)c3)c3ccc(F)cc23)c2cc(F)ccc21, Cl. As a reaction SMILES: [CH2:40]1[CH2:41][O:42][CH2:43][CH2:44][NH:45]1.[CH3:2][O:3][C:4]([c:5]1[cH:6][c:7]([CH2:11][n:12]2[cH:13][c:14](-[n:22]3[c:23](-[c:28]4[cH:29][n:30]([CH3:38])[c:31]5[cH:32][cH:33][c:34]([F:37])[cH:35][c:36]45)[n:24][nH:25][c:26]3=[O:27])[c:15]3[cH:16][c:17]([F:21])[cH:18][cH:19][c:20]23)[cH:8][cH:9][cH:10]1)=[NH:39].[ClH:1]>>[C:4]([c:5]1[cH:6][c:7]([CH2:11][n:12]2[cH:13][c:14](-[n:22]3[c:23](-[c:28]4[cH:29][n:30]([CH3:38])[c:31]5[cH:32][cH:33][c:34]([F:37])[cH:35][c:36]45)[n:24][nH:25][c:26]3=[O:27])[c:15]3[cH:16][c:17]([F:21])[cH:18][cH:19][c:20]23)[cH:8][cH:9][cH:10]1)(=[NH:39])[N:45]1[CH2:40][CH2:41][O:42][CH2:43][CH2:44]1.[ClH:1]. The product is C(#N)C=1C(=[N+](C(=CC1)NCC(C1=NC=CC=C1)(F)F)[O-])CC(=O)NCC=1C=CC2=C(C(=NO2)NC(=O)OC(C)(C)C)C1 (3-cyano-6-(2,2-difluoro-2-pyridin-2-yl-ethylamino)-2-[3-(tert-butoxycarbonyl)amino-benzo[d]isoxazol-5-ylmethyl]aminocarbonylmethyl-pyridine 1-oxide). The reactants are C(#N)C=1C(=[N+](C(=CC1)Cl)[O-])CC(=O)NCC=1C=CC2=C(C(=NO2)NC(=O)OC(C)(C)C)C1 (3-cyano-6-chloro-2-[3-(tert-butoxycarbonyl)amino-benzo[d]isoxazol-5-ylmethyl]aminocarbonylmethyl-pyridine 1-oxide), FC(CN)(C1=NC=CC=C1)F (2,2-difluoro-2-pyridin-2-yl-ethylamine), H+. Run in CS(=O)C (DMSO). Procedure details: A mixture of 3-cyano-6-chloro-2-[3-(tert-butoxycarbonyl)amino-benzo[d]isoxazol-5-ylmethyl]aminocarbonylmethyl-pyridine 1-oxide (103 mg, 0.225 mmol) and 2,2-difluoro-2-pyridin-2-yl-ethylamine (89 mg, 0.534 mmol) (Organic Process Research & Development 8:192-200, 2004), in DMSO (3 mL) was stirred for 18 hrs at 80° C. LC/MS (ESI) (M+H+ 580.2) indicated the formation of desired product. After removing most DMSO by high-vacuum rotary evaporation, water was added, after which time precipitate formed. ... As a reaction SMILES: [C:1]([C:3]1[C:4]([CH2:11][C:12]([NH:14][CH2:15][C:16]2[CH:17]=[CH:18][C:19]3[O:23][N:22]=[C:21]([NH:24][C:25]([O:27][C:28]([CH3:31])([CH3:30])[CH3:29])=[O:26])[C:20]=3[CH:32]=2)=[O:13])=[N+:5]([O-:10])[C:6](Cl)=[CH:7][CH:8]=1)#[N:2].[F:33][C:34]([F:43])([C:37]1[CH:42]=[CH:41][CH:40]=[CH:39][N:38]=1)[CH2:35][NH2:36]>CS(C)=O>[C:1]([C:3]1[C:4]([CH2:11][C:12]([NH:14][CH2:15][C:16]2[CH:17]=[CH:18][C:19]3[O:23][N:22]=[C:21]([NH:24][C:25]([O:27][C:28]([CH3:31])([CH3:30])[CH3:29])=[O:26])[C:20]=3[CH:32]=2)=[O:13])=[N+:5]([O-:10])[C:6]([NH:36][CH2:35][C:34]([F:43])([F:33])[C:37]2[CH:42]=[CH:41][CH:40]=[CH:39][N:38]=2)=[CH:7][CH:8]=1)#[N:2]. The reactants are CC(=O)O, CC1CC(C)c2ccccc21, Cl, O, O=P(O)(O)O. Yields the product CC1CC(C)c2cc(CCl)ccc21. Reaction SMILES: [CH3:12][C:13](=[O:14])[OH:15].[CH3:1][CH:2]1[CH2:3][CH:4]([CH3:11])[c:5]2[cH:6][cH:7][cH:8][cH:9][c:10]21.[ClH:21].[OH2:22].[P:16](=[O:17])([OH:18])([OH:19])[OH:20]>>[CH3:1][CH:2]1[CH2:3][CH:4]([CH3:11])[c:5]2[cH:6][cH:7][c:8]([CH2:12][Cl:21])[cH:9][c:10]21.